From a dataset of the Open Reaction Database (ORD), a public repository of structured organic reaction records. describe an organic reaction: reactants, conditions, products, and yield RXN SMILES: [C:1]([CH3:2])([CH3:3])([CH3:4])[O:5][C:6](=[O:7])[NH:8][CH2:9][c:10]1[cH:11][c:12]([NH:21][C:22](=[S:23])[NH2:24])[cH:13][cH:14][c:15]1-[n:16]1[n:17][cH:18][cH:19][cH:20]1.[CH2:43]([Cl:44])[Cl:45].[OH2:42].[c:25]1([CH3:26])[cH:27][cH:28][c:29]([S:30]([Cl:31])(=[O:32])=[O:33])[cH:34][cH:35]1.[cH:36]1[cH:37][cH:38][n:39][cH:40][cH:41]1>>[C:1]([CH3:2])([CH3:3])([CH3:4])[O:5][C:6](=[O:7])[NH:8][CH2:9][c:10]1[cH:11][c:12]([NH:21][C:22]#[N:24])[cH:13][cH:14][c:15]1-[n:16]1[n:17][cH:18][cH:19][cH:20]1. The reactants are CC(C)(C)OC(=O)NCc1cc(NC(N)=S)ccc1-n1cccn1, ClCCl, O, Cc1ccc(S(=O)(=O)Cl)cc1, c1ccncc1. The product is CC(C)(C)OC(=O)NCc1cc(NC#N)ccc1-n1cccn1. The reactants are COc1ccc(B(O)O)cc1 (effective_coupling_partner), COc2nc(OC)nc(Oc1ccccc1C)n2 (substrate). Reagents/catalysts: dppf. Run at temperature 110 celsius, time 24 hour. Product: COc2ccc(c1ccccc1C)cc2. The reactants are P(=O)(OCC(COC1=NOC(=C1)CCCCCCCCCCCCCCCC)OC1=NOC=C1)(OCCBr)[O-] ((2RS)-3-(5-hexadecyl-3-isoxazolyloxy)-2-(3-isoxazolyloxy)propyl 2-bromoethyl phosphate), S1C=NC=C1 (thiazole). Yields the product P(=O)(OCC(COC1=NOC(=C1)CCCCCCCCCCCCCCCC)OC1=NOC=C1)(OCCC=1SC=C[NH+]1)[O-] ((2RS)-3-(5-Hexadecyl-3-isoxazolyloxy)-2-(3-isoxazolyloxy)propyl 2-thiazolioethyl phosphate). As a reaction SMILES: [P:1]([O-:39])([O:35][CH2:36][CH2:37]Br)([O:3][CH2:4][CH:5]([O:29][C:30]1[CH:34]=[CH:33][O:32][N:31]=1)[CH2:6][O:7][C:8]1[CH:12]=[C:11]([CH2:13][CH2:14][CH2:15][CH2:16][CH2:17][CH2:18][CH2:19][CH2:20][CH2:21][CH2:22][CH2:23][CH2:24][CH2:25][CH2:26][CH2:27][CH3:28])[O:10][N:9]=1)=[O:2].[S:40]1[CH:44]=[CH:43][N:42]=[CH:41]1>>[P:1]([O-:39])([O:35][CH2:36][CH2:37][C:41]1[S:40][CH:44]=[CH:43][NH+:42]=1)([O:3][CH2:4][CH:5]([O:29][C:30]1[CH:34]=[CH:33][O:32][N:31]=1)[CH2:6][O:7][C:8]1[CH:12]=[C:11]([CH2:13][CH2:14][CH2:15][CH2:16][CH2:17][CH2:18][CH2:19][CH2:20][CH2:21][CH2:22][CH2:23][CH2:24][CH2:25][CH2:26][CH2:27][CH3:28])[O:10][N:9]=1)=[O:2]. Reported procedure: 0.779 g of (2RS)-3-(5-hexadecyl-3-isoxazolyloxy)-2-(3-isoxazolyloxy)propyl 2-bromoethyl phosphate [prepared as described in Example 21(a)] was reacted with 0.86 ml of thiazole in a similar manner to that described in Example 13, to give 0.288 g of the title compound as a white powder melting at 94°-100° C. Reactants: ClCCC(C)C1=CC=C(C=C1)C1=CC=C(C=C1)F (1-chloro-3-(4'-fluoro-4-biphenylyl)-butane), FC1=CC=C(C=C1)C1=CC=CC=C1 (4-fluoro-biphenyl), ClCCC(=O)Cl (3-chloropropionyl chloride), FC1=CC=C(C=C1)C1=CC=C(C=C1)C(CCCl)=O (4'-fluoro-4-(3-chloropropionyl)-biphenyl), C[Mg]I (CH3MgI). Product: ClCCC(C)(O)C1=CC=C(C=C1)C1=CC=C(C=C1)F (1-chloro-3-(4'-fluoro-4-biphenylyl)-butan-3-ol). As a reaction SMILES: [Cl:1][CH2:2][CH2:3][CH:4]([C:6]1[CH:11]=[CH:10][C:9]([C:12]2[CH:17]=[CH:16][C:15]([F:18])=[CH:14][CH:13]=2)=[CH:8][CH:7]=1)[CH3:5].FC1C=CC(C2C=CC=CC=2)=CC=1.ClCCC(Cl)=[O:36].FC1C=CC(C2C=CC(C(=O)CCCl)=CC=2)=CC=1.C[Mg]I>>[Cl:1][CH2:2][CH2:3][C:4]([C:6]1[CH:11]=[CH:10][C:9]([C:12]2[CH:13]=[CH:14][C:15]([F:18])=[CH:16][CH:17]=2)=[CH:8][CH:7]=1)([OH:36])[CH3:5]. Procedure details: A solution of 26.25 g of 1-chloro-3-(4'-fluoro-4-biphenylyl)-butane [obtainable by a Friedel-Crafts reaction of 4-fluoro-biphenyl with 3-chloropropionyl chloride to give 4'-fluoro-4-(3-chloropropionyl)-biphenyl (m.p. 96°-97°), reaction with CH3MgI to give 1-chloro-3-(4'-fluoro-4-biphenylyl)-butan-3-ol (m.p. 78°-79°) and reduction using HI] in 150 ml of absolute ethanol is added dropwise at 0° to a solution of 10 g of NH3 in 150 ml of absolute ethanol. The solution is stirred for a further 2 hour... Starting materials: CCOC(=O)C(Br)C(C)Br, O=C([O-])[O-], CC(C)=O, O=C1C2=C(CCCC2)C(=O)N1c1ccc(Cl)c(O)c1, [K+], [K+]. The product is CC=C(Oc1cc(N2C(=O)C3=C(CCCC3)C2=O)ccc1Cl)C(=O)OCC. As a reaction SMILES: [Br:20][CH:21]([C:22](=[O:23])[O:24][CH2:25][CH3:26])[CH:27]([CH3:28])[Br:29].[C:30](=[O:31])([O-:32])[O-:33].[CH3:36][C:37](=[O:38])[CH3:39].[Cl:1][c:2]1[c:3]([OH:19])[cH:4][c:5]([N:8]2[C:9](=[O:18])[C:10]3=[C:11]([C:12]2=[O:13])[CH2:14][CH2:15][CH2:16][CH2:17]3)[cH:6][cH:7]1.[K+:34].[K+:35]>>[Cl:1][c:2]1[c:3]([O:19][C:21]([C:22](=[O:23])[O:24][CH2:25][CH3:26])=[CH:27][CH3:28])[cH:4][c:5]([N:8]2[C:9](=[O:18])[C:10]3=[C:11]([C:12]2=[O:13])[CH2:14][CH2:15][CH2:16][CH2:17]3)[cH:6][cH:7]1. The reactants are C(C)NN (ethylhydrazine), CN(C)C=C1C(CCCC1=O)=O (2-(dimethylaminomethylene)-cyclohexane-1,3-dione). The product is C(C)N1N=CC=2C(CCCC12)=O (1-Ethyl-1,5,6,7-tetrahydro-4H-indazol-4-one). As a reaction SMILES: [CH2:1]([NH:3][NH2:4])[CH3:2].CN([CH:8]=[C:9]1[C:14](=[O:15])[CH2:13][CH2:12][CH2:11][C:10]1=O)C>>[CH2:1]([N:3]1[C:10]2[CH2:11][CH2:12][CH2:13][C:14](=[O:15])[C:9]=2[CH:8]=[N:4]1)[CH3:2]. Procedure details: Prepared analogously to Example 1 starting from ethylhydrazine and 2-(dimethylaminomethylene)-cyclohexane-1,3-dione. The reactants are Cl.COC=1C=CC=C2CCC(CC12)N1CCN(CC1)C1=CC(=CC=C1)C(F)(F)F (1-(1,2,3,4-Tetrahydro-8-methoxy-2-naphthalenyl)-4-[3-(trifluromethyl)phenyl]piperazine hydrochloride), B(Br)(Br)Br (boron tribromide). The solvent is C(Cl)Cl (methylene chloride), C(Cl)Cl (methylene chloride). Run at temperature -78 celsius, time 3 day. Product: OC=1C=CC=C2CCC(CC12)N1CCN(CC1)C1=CC(=CC=C1)C(F)(F)F (1-(1,2,3,4-tetrahydro-8-hydroxy-2-naphthalenyl)-4-[3-(trifluromethyl) phenyl]piperazine). The yield is 53.1%. As a reaction SMILES: Cl.C[O:3][C:4]1[CH:5]=[CH:6][CH:7]=[C:8]2[C:13]=1[CH2:12][CH:11]([N:14]1[CH2:19][CH2:18][N:17]([C:20]3[CH:25]=[CH:24][CH:23]=[C:22]([C:26]([F:29])([F:28])[F:27])[CH:21]=3)[CH2:16][CH2:15]1)[CH2:10][CH2:9]2.B(Br)(Br)Br>C(Cl)Cl>[OH:3][C:4]1[CH:5]=[CH:6][CH:7]=[C:8]2[C:13]=1[CH2:12][CH:11]([N:14]1[CH2:19][CH2:18][N:17]([C:20]3[CH:25]=[CH:24][CH:23]=[C:22]([C:26]([F:29])([F:28])[F:27])[CH:21]=3)[CH2:16][CH2:15]1)[CH2:10][CH2:9]2 |f:0.1|. Reported procedure: 1-(1,2,3,4-Tetrahydro-8-methoxy-2-naphthalenyl)-4-[3-(trifluromethyl)phenyl]piperazine hydrochloride (2.7 g, 6.0 mmole) was dissolved in 125 ml of methylene chloride and cooled to -78° C. in a dry ice/acetone bath. To the cold solution was added a mixture of 18.9 ml of 1 M boron tribromide and 25 ml of methylene chloride. The reaction was allowed to come to room temperature and stirred for three days. The reaction was quenched with methanol and concentrated in vacuo. The residue was column chrom... The product is NS(=O)(=O)NC1CCCCC1N1C(=O)c2ccccc2C(C(=O)NOCc2ccccc2)C1c1ccc(Cl)cc1Cl. RXN SMILES: [CH2:43]([CH2:44][O:45][CH3:46])[O:47][CH3:48].[NH2:1][CH:2]1[CH:3]([N:8]2[C:9](=[O:37])[c:10]3[cH:11][cH:12][cH:13][cH:14][c:15]3[CH:16]([C:26](=[O:27])[NH:28][O:29][CH2:30][c:31]3[cH:32][cH:33][cH:34][cH:35][cH:36]3)[CH:17]2[c:18]2[c:19]([Cl:25])[cH:20][c:21]([Cl:24])[cH:22][cH:23]2)[CH2:4][CH2:5][CH2:6][CH2:7]1.[NH2:38][S:39]([NH2:40])(=[O:41])=[O:42]>>[NH:1]([CH:2]1[CH:3]([N:8]2[C:9](=[O:37])[c:10]3[cH:11][cH:12][cH:13][cH:14][c:15]3[CH:16]([C:26](=[O:27])[NH:28][O:29][CH2:30][c:31]3[cH:32][cH:33][cH:34][cH:35][cH:36]3)[CH:17]2[c:18]2[c:19]([Cl:25])[cH:20][c:21]([Cl:24])[cH:22][cH:23]2)[CH2:4][CH2:5][CH2:6][CH2:7]1)[S:39]([NH2:38])(=[O:41])=[O:42]. Reactants: COCCOC, NC1CCCCC1N1C(=O)c2ccccc2C(C(=O)NOCc2ccccc2)C1c1ccc(Cl)cc1Cl, NS(N)(=O)=O. Reaction SMILES: [NH2:1][C@H:2]([C:10]([OH:12])=[O:11])[CH2:3][C:4]1[CH:9]=[CH:8][CH:7]=[CH:6][CH:5]=1.C(O)(=O)CC.C(=O)CCC>CO>[NH2:1][CH:2]([C:10]([OH:12])=[O:11])[CH2:3][C:4]1[CH:9]=[CH:8][CH:7]=[CH:6][CH:5]=1. Yields the product NC(CC1=CC=CC=C1)C(=O)O (DL-phenylalanine). The yield is 90.0%. Procedure details: 3 g of L-phenylalanine, 90 ml of 80% propionic acid and 0.3 ml (0.2 mole per mole of L-phenylalanine) of n-butyraldehyde were admixed. The mixture was stirred at 100° C. for 3 hours. After the reaction, the mixture was condensed to dryness, and 10 ml of methanol were added to the residue. The methanolic mixture was ice-cooled, and the crystalline precipitates were collected by filtration. 2.70 g of DL-phenylalanine were thereby obtained. Run at temperature 100 celsius, time 3 hour. Run in CO (methanol). The reactants are N[C@@H](CC1=CC=CC=C1)C(=O)O (L-phenylalanine), C(CC)(=O)O (propionic acid), C(CCC)=O (n-butyraldehyde).